Dataset: the Open Reaction Database (ORD), a public repository of structured organic reaction records. Task: describe an organic reaction: reactants, conditions, products, and yield Starting materials: CC1Cc2ccccc2N1, Cc1ccc(-c2oncc2C(=O)Cl)cc1, ClCCl. The product is Cc1ccc(-c2oncc2C(=O)N2c3ccccc3CC2C)cc1. As a reaction SMILES: [CH3:16][CH:17]1[NH:18][c:19]2[cH:20][cH:21][cH:22][cH:23][c:24]2[CH2:25]1.[CH3:1][c:2]1[cH:3][cH:4][c:5](-[c:8]2[c:9]([C:13](=[O:14])[Cl:15])[cH:10][n:11][o:12]2)[cH:6][cH:7]1.[Cl:26][CH2:27][Cl:28]>>[CH3:1][c:2]1[cH:3][cH:4][c:5](-[c:8]2[c:9]([C:13](=[O:14])[N:18]3[CH:17]([CH3:16])[CH2:25][c:24]4[c:19]3[cH:20][cH:21][cH:22][cH:23]4)[cH:10][n:11][o:12]2)[cH:6][cH:7]1.